Dataset: the Open Reaction Database (ORD), a public repository of structured organic reaction records. Task: describe an organic reaction: reactants, conditions, products, and yield Reactants: compound 11, FC1=C(C=CC=C1F)B(O)O (2,3-Difluoro-phenylboronic acid), C1CCOC1 (THF), C(CCC)[Li] (n-butyllithium), B(OC)(OC)OC (trimethyl borate), C1CCOC1 (THF). Yields the product FC=1C=C(C=CC1OCCCCCCCC)B(O)O (3-Fluoro-4-octyloxyphenylboronic acid). RXN SMILES: [CH2:1]([Li])[CH2:2][CH2:3][CH3:4].B(OC)(OC)OC.F[C:14]1[C:19]([F:20])=[CH:18][CH:17]=[CH:16][C:15]=1[B:21]([OH:23])[OH:22].[CH2:24]1[CH2:28][O:27][CH2:26][CH2:25]1>>[F:20][C:19]1[CH:14]=[C:15]([B:21]([OH:23])[OH:22])[CH:16]=[CH:17][C:18]=1[O:27][CH2:26][CH2:25][CH2:24][CH2:28][CH2:1][CH2:2][CH2:3][CH3:4]. Reported procedure: Quantities: compound 11 (10.00 g, 0.033 mol) in anhydrous THF (132 ml), n-butyllithium (16 ml, 2.5M in hexane, 0.04 mol), trimethyl borate (6.87 g, 0.066 mol) in anhydrous THF (50 ml). The experimental procedure was as described for the preparation of compound 2. Reactants: [H-].[Na+] (sodium hydride), BrCCNC1=CC=C(C(=O)OCC)C=C1 (ethyl 4-(2-bromoethylamino)benzoate), CCCCCC (hexane), C1CCCC=2C(=CC=CC12)O (1,2,3,4-tetrahydro-5-naphthol). Run in C(OC)COC (dimethoxyethane), C(OC)COC (dimethoxyethane). Yields the product C1CCCC2=C(C=CC=C12)OCCNC1=CC=C(C(=O)OCC)C=C1 (Ethyl 4-[2-(1,2,3,4-tetrahydro-5-naphthyloxy)ethylamino]benzoate). As a reaction SMILES: [H-].[Na+].CCCCCC.[CH2:9]1[C:18]2[CH:17]=[CH:16][CH:15]=[C:14]([OH:19])[C:13]=2[CH2:12][CH2:11][CH2:10]1.Br[CH2:21][CH2:22][NH:23][C:24]1[CH:34]=[CH:33][C:27]([C:28]([O:30][CH2:31][CH3:32])=[O:29])=[CH:26][CH:25]=1>C(COC)OC>[CH2:9]1[C:18]2[C:13](=[C:14]([O:19][CH2:21][CH2:22][NH:23][C:24]3[CH:34]=[CH:33][C:27]([C:28]([O:30][CH2:31][CH3:32])=[O:29])=[CH:26][CH:25]=3)[CH:15]=[CH:16][CH:17]=2)[CH2:12][CH2:11][CH2:10]1 |f:0.1|. Reported procedure: To a slurry of 2.3 g. of 57% sodium hydride-in-oil (previously washed free of oil with hexane) in 20 ml. of dimethoxyethane is added 7.4 g. of 1,2,3,4-tetrahydro-5-naphthol in 20 ml. of dimethoxyethane and then 13.6 g. of ethyl 4-(2-bromoethylamino)benzoate. After refluxing for 6 hours and dilution with 300 ml. of water, the solid is collected and recrystallized from acetonitrile, m.p. 133°-135° C. Isolated yield 34.0%. The product is FC(C(=O)O)(F)F.C(C)(=O)N1CC(CCC1)C(=O)NC=1C=CC=2NC3=C(C=NC(NC=4C=CC=C(CCC1C2)C4)=N3)Cl (1-Acetyl-N-[6-chloro-2,4,8,22-tetraazatetracyclo[14.3.1.1(3,7).1(9,13)]docosa-1(20),3(22),4,6,9(21),10,12,16,18-nonaen-12-yl]piperidine-3-carboxamide trifluoroacetate). The reactants are FC(C(=O)O)(F)F.FC(C(=O)O)(F)F.ClC=1C=NC=2NC=3C=CC=C(CCC4=C(C=CC(NC1N2)=C4)NC(=O)C4CNCCC4)C3 (N-[6-chloro-2,4,8,22-tetraazatetracyclo[14.3.1.1(3,7).1(9,13)]docosa-1(20), 3(22),4,6,9(21),10,12,16,18-nonaen-12-yl]piperidine-3-carboxamide bis(trifluoroacetate)), C(C)(=O)Cl (acetyl chloride). Procedure details: The desired compound was prepared according to the procedure of Example A20, using N-[6-chloro-2,4,8,22-tetraazatetracyclo[14.3.1.1(3,7).1(9,13)]docosa-1(20), 3(22),4,6,9(21),10,12,16,18-nonaen-12-yl]piperidine-3-carboxamide bis(trifluoroacetate) and acetyl chloride as starting materials in 34% yield. LCMS for C26H28ClN6O2 (M+H)+: m/z=491.2. As a reaction SMILES: [F:1][C:2]([F:7])([F:6])[C:3]([OH:5])=[O:4].F[C:9](F)(F)[C:10](O)=[O:11].[Cl:15][C:16]1[CH:17]=[N:18][C:19]2[NH:20][C:21]3[CH:22]=[CH:23][CH:24]=[C:25]([CH:46]=3)[CH2:26][CH2:27][C:28]3[CH:36]=[C:32]([NH:33][C:34]=1[N:35]=2)[CH:31]=[CH:30][C:29]=3[NH:37][C:38]([CH:40]1[CH2:45][CH2:44][CH2:43][NH:42][CH2:41]1)=[O:39].C(Cl)(=O)C>>[F:1][C:2]([F:7])([F:6])[C:3]([OH:5])=[O:4].[C:10]([N:42]1[CH2:43][CH2:44][CH2:45][CH:40]([C:38]([NH:37][C:29]2[CH:30]=[CH:31][C:32]3[NH:33][C:34]4[N:35]=[C:19]([NH:20][C:21]5[CH:22]=[CH:23][CH:24]=[C:25]([CH:46]=5)[CH2:26][CH2:27][C:28]=2[CH:36]=3)[N:18]=[CH:17][C:16]=4[Cl:15])=[O:39])[CH2:41]1)(=[O:11])[CH3:9] |f:0.1.2,4.5|. The reactants are C(C)(=O)OC(C)=O (Acetic anhydride), FC(C(=O)O)(F)F.FC1=C(C=CC=C1F)CSC1=NC(=CC(=N1)NS(=O)(=O)N1CCNCC1)OC (N-[2-[[(2,3-Difluorophenyl)methyl]thio]-6-methoxypyrimidin-4-yl]piperazine-1-sulfonamide, trifluoroacetate salt), FC(C(=O)O)(F)F.FC1=C(C=CC=C1F)CSC1=NC(=CC(=N1)NS(=O)(=O)N1CCNCC1)OC (N-[2-[[(2,3-Difluorophenyl)methyl]thio]-6-methoxypyrimidin-4-yl]piperazine-1-sulfonamide, trifluoroacetate salt), C(C)(C)N(C(C)C)CC (N,N-diisopropylethylamine). The solvent is C(Cl)Cl (DCM). Reaction conditions: time 30 minute. Product: C(C)(=O)N1CCN(CC1)S(=O)(=O)NC1=NC(=NC(=C1)OC)SCC1=C(C(=CC=C1)F)F (4-Acetyl-N-[2-[[(2,3-difluorophenyl)methyl]thio]-6-methoxypyrimidin-4-yl]piperazine-1-sulfonamide). Reaction SMILES: [C:1](OC(=O)C)(=[O:3])[CH3:2].FC(F)(F)C(O)=O.[F:15][C:16]1[C:21]([F:22])=[CH:20][CH:19]=[CH:18][C:17]=1[CH2:23][S:24][C:25]1[N:30]=[C:29]([NH:31][S:32]([N:35]2[CH2:40][CH2:39][NH:38][CH2:37][CH2:36]2)(=[O:34])=[O:33])[CH:28]=[C:27]([O:41][CH3:42])[N:26]=1.C(N(CC)C(C)C)(C)C>C(Cl)Cl>[C:1]([N:38]1[CH2:37][CH2:36][N:35]([S:32]([NH:31][C:29]2[CH:28]=[C:27]([O:41][CH3:42])[N:26]=[C:25]([S:24][CH2:23][C:17]3[CH:18]=[CH:19][CH:20]=[C:21]([F:22])[C:16]=3[F:15])[N:30]=2)(=[O:34])=[O:33])[CH2:40][CH2:39]1)(=[O:3])[CH3:2] |f:1.2|. Reported procedure: Acetic anhydride (0.78 mL) was added to a mixture of N-[2-[[(2,3-Difluorophenyl)methyl]thio]-6-methoxypyrimidin-4-yl]piperazine-1-sulfonamide, trifluoroacetate salt (the title product of Example 36, 0.84 g) and N,N-diisopropylethylamine (1 mL) in DCM (5 mL). The reaction mixture was stirred at room temperature for 30 min and the solvent evaporated under reduced pressure. The residue was dissolved in EtOAc which was washed with aqueous citric acid, H2O, dried (MgSO4) and the solvent evaporated un...